This data is from the Open Reaction Database (ORD), a public repository of structured organic reaction records. The task is: describe an organic reaction: reactants, conditions, products, and yield Reactants: CI (MeI), C[Si](C)(C)[N-][Si](C)(C)C.[K+] (Potassium bis(trimethylsilyl)amide), CC=1C=CC(=NC1C)C#N (5,6-Dimethyl-2-pyridinecarbonitrile), CN(P(N(C)C)(N(C)C)=O)C (hexamethylphosphoric triamide), [NH4+].[Cl-] (NH4Cl). Solvent: C1CCOC1 (THF). Run at time 30 minute. Product: C(C)C=1C=CC(=NC1C)C#N (5-Ethyl-6-methyl-2-pyridinecarbonitrile). The yield is 44.4%. Reaction SMILES: C[Si]([N-][Si](C)(C)C)(C)C.[K+].[CH3:11][C:12]1[CH:13]=[CH:14][C:15]([C:19]#[N:20])=[N:16][C:17]=1[CH3:18].[CH3:21]N(C)P(=O)(N(C)C)N(C)C.CI.[NH4+].[Cl-]>C1COCC1>[CH2:11]([C:12]1[CH:13]=[CH:14][C:15]([C:19]#[N:20])=[N:16][C:17]=1[CH3:18])[CH3:21] |f:0.1,5.6|. Reported procedure: Potassium bis(trimethylsilyl)amide (41 mL, 0.5M in toluene, 20.4 mmol) was added to a solution of 2-cyano-5,6-dimethylpyridine from Example 1, Step 2 (2.45 g, 18.5 mmol) and hexamethylphosphoric triamide (9.7 mL, 55.6 mmol) in dry THF (30 mL) at -78° C. After stirring 30 minutes, MeI (5.77 mL, 92.7 mmol) was added and the reaction mixture stirred 45 minutes at -78° C. Saturated aq. NH4Cl was added, the mixture was extracted with EtOAc (3×), the organic layers were dried over MgSO4 and concentrat... Reactants: ClOC(C)(C)C (Tert-butyl hypochlorite), C(C)(C)C1(N=C(NC1=O)C1=C(C(=O)OC)C=CC=N1)C (methyl 2-(4-isopropyl-4-methyl-5-oxo-2-imidazolin-2-yl)nicotinate), CO (methanol). Run in C(Cl)Cl (methylene chloride). Run at time 1 day. Yields the product ClN1C(=NC(C1=O)(C)C(C)C)C1=C(C(=O)OC)C=CC=N1 (Methyl 2-(1-chloro-4-isopropyl-4-methyl-5-oxo-2-imidazolin-2-yl)nicotinate). Yield: 63.7%. As a reaction SMILES: [Cl:1]OC(C)(C)C.[CH:7]([C:10]1([CH3:26])[C:14](=[O:15])[NH:13][C:12]([C:16]2[N:25]=[CH:24][CH:23]=[CH:22][C:17]=2[C:18]([O:20][CH3:21])=[O:19])=[N:11]1)([CH3:9])[CH3:8].CO>C(Cl)Cl>[Cl:1][N:13]1[C:14](=[O:15])[C:10]([CH:7]([CH3:9])[CH3:8])([CH3:26])[N:11]=[C:12]1[C:16]1[N:25]=[CH:24][CH:23]=[CH:22][C:17]=1[C:18]([O:20][CH3:21])=[O:19]. Procedure: Tert-butyl hypochlorite (5.92 g, 0.0545 mol) is added to a solution of methyl 2-(4-isopropyl-4-methyl-5-oxo-2-imidazolin-2-yl)nicotinate (10.0 g, 0.0363 mol) and methanol. The reaction mixture is covered with foil and stirring is continued for 1 day. The reaction mixture is concentrated in vacuo to give a liquid. The liquid is dissolved into methylene chloride, dried over anhydrous magnesium sulfate and concentrated in vacuo to yield a yellow syrup. The yellow syrup is chromatographed using sili... The reactants are CCCCBr, CCCCN1C(=O)C(C)(C)N=C(c2ccccc2Cl)c2cc([N+](=O)[O-])ccc21. Product: CC1(C)N=C(c2ccccc2Cl)c2cc([N+](=O)[O-])ccc2NC1=O. As a reaction SMILES: [CH2:1]([Br:2])[CH2:3][CH2:4][CH3:5].[CH2:6]([CH2:7][CH2:8][CH3:9])[N:10]1[C:11](=[O:33])[C:12]([CH3:31])([CH3:32])[N:13]=[C:14]([c:24]2[c:25]([Cl:30])[cH:26][cH:27][cH:28][cH:29]2)[c:15]2[c:16]1[cH:17][cH:18][c:19]([N+:21](=[O:22])[O-:23])[cH:20]2>>[NH:10]1[C:11](=[O:33])[C:12]([CH3:31])([CH3:32])[N:13]=[C:14]([c:24]2[c:25]([Cl:30])[cH:26][cH:27][cH:28][cH:29]2)[c:15]2[c:16]1[cH:17][cH:18][c:19]([N+:21](=[O:22])[O-:23])[cH:20]2. Starting materials: C[C@H](CC1=CC=C(C=C1)[N+](=O)[O-])NC1CCC(CC1)=O (N-((R)-(+)-a-methyl-(4-nitrophenyl)ethyl)-4-aminocyclohexanone), Cl.BrC1=CC=C(C=C1)NN (4-bromophenylhydrazine hydrochloride), N1=CC=CC=C1 (pyridine). Run in C(C)O (ethanol). Run at temperature 80 celsius. Yields the product BrC1=CC=C(C=C1)NN=C1CCC(CC1)N[C@@H](CC1=CC=C(C=C1)[N+](=O)[O-])C (N-((R)-(+)-a-methyl-(4-nitrophenyl)ethyl)-4-aminocyclohexanone 4-bromophenylhydrazone). Yield: 83.6%. Reaction SMILES: [CH3:1][C@@H:2]([NH:13][CH:14]1[CH2:19][CH2:18][C:17](=O)[CH2:16][CH2:15]1)[CH2:3][C:4]1[CH:9]=[CH:8][C:7]([N+:10]([O-:12])=[O:11])=[CH:6][CH:5]=1.Cl.[Br:22][C:23]1[CH:28]=[CH:27][C:26]([NH:29][NH2:30])=[CH:25][CH:24]=1.N1C=CC=CC=1>C(O)C>[Br:22][C:23]1[CH:28]=[CH:27][C:26]([NH:29][N:30]=[C:17]2[CH2:18][CH2:19][CH:14]([NH:13][C@H:2]([CH3:1])[CH2:3][C:4]3[CH:9]=[CH:8][C:7]([N+:10]([O-:12])=[O:11])=[CH:6][CH:5]=3)[CH2:15][CH2:16]2)=[CH:25][CH:24]=1 |f:1.2|. Reported procedure: To a solution of 22.3 gm (85.01 mMol) N-((R)-(+)-a-methyl-(4-nitrophenyl)ethyl)-4-aminocyclohexanone in 375 mL ethanol were added 19.0 gm (85.0 mMol) 4-bromophenylhydrazine hydrochloride and 6.73 gm (85.1 mMol) pyridine. The reaction mixture was heated to 80° C. for 48 hours. The reaction mixture was cooled to room temperature and concentrated under reduced pressure. The residue was dissolved in dichloromethane and the organic solution was washed sequentially with aqueous potassium carbonate and... The reactants are C(C)(C)(C)OC(=O)NCC=1C=NC(=CC1)C#N (3-(tert-butoxycarbonylamino-methyl)-6-cyano-pyridine), OS(=O)(=O)[O-].[K+] (KHSO4), CO (methanol). The reagents and catalysts are [Pd] (Pd/C). The solvent is O (water). Product: NCC1=CC=C(C=N1)CNC(=O)OC(C)(C)C (6-aminomethyl-3-(tert-butoxycarbonylamino-methyl)-pyridine). Reaction SMILES: [C:1]([O:5][C:6]([NH:8][CH2:9][C:10]1[CH:11]=[N:12][C:13]([C:16]#[N:17])=[CH:14][CH:15]=1)=[O:7])([CH3:4])([CH3:3])[CH3:2].OS([O-])(=O)=O.[K+].CO>[Pd].O>[NH2:17][CH2:16][C:13]1[N:12]=[CH:11][C:10]([CH2:9][NH:8][C:6]([O:5][C:1]([CH3:4])([CH3:3])[CH3:2])=[O:7])=[CH:15][CH:14]=1 |f:1.2|. Procedure: Add 3-(tert-butoxycarbonylamino-methyl)-6-cyano-pyridine (10.81 g, 46.4 mmol), KHSO4 (18.9 g, 16.2 mmol), 5% Pd/C (Degussa type E101, 4 g) to a mixture of methanol (250 mL) and water (20 mL) in a pressure vessel. Flush the vessel three times with hydrogen and charge with hydrogen to 50 psi. Stir at room temperature, recharging to 50 psi hydrogen as necessary, until no change in pressure is observed. Add an aqueous NaOH solution (6.11 g of NaOH in 20 mL of water) to the mixture and stir for 15 mi... Starting materials: CC1=CC(=NO1)COC1=CC(=C(C=C1)[N+](=O)[O-])[N+](=O)[O-] (1-(5-methylisoxazol-3-yl)methoxy-3,4-dinitrobenzene), O1CCN(CC1)C1=CC=C(C=C1)NC(=O)C1=CC=C(C=O)C=C1 (4-(4-morpholinophenyl)aminocarbonylbenzaldehyde). Product: CC1=CC(=NO1)COC=1C=CC2=C(NC(=N2)C2=CC=C(C(=O)NC3=CC=C(C=C3)N3CCOCC3)C=C2)C1 (4-(6-((5-Methylisoxazol-3-yl)methoxy)-1H-benzo[d]imidazol-2-yl)-N-(4-morpholinophenyl)benzamide). RXN SMILES: [CH3:1][C:2]1[O:6][N:5]=[C:4]([CH2:7][O:8][C:9]2[CH:14]=[CH:13][C:12]([N+:15]([O-])=O)=[C:11]([N+:18]([O-])=O)[CH:10]=2)[CH:3]=1.[O:21]1[CH2:26][CH2:25][N:24]([C:27]2[CH:32]=[CH:31][C:30]([NH:33][C:34]([C:36]3[CH:43]=[CH:42][C:39]([CH:40]=O)=[CH:38][CH:37]=3)=[O:35])=[CH:29][CH:28]=2)[CH2:23][CH2:22]1>>[CH3:1][C:2]1[O:6][N:5]=[C:4]([CH2:7][O:8][C:9]2[CH:14]=[CH:13][C:12]3[N:15]=[C:40]([C:39]4[CH:38]=[CH:37][C:36]([C:34]([NH:33][C:30]5[CH:29]=[CH:28][C:27]([N:24]6[CH2:23][CH2:22][O:21][CH2:26][CH2:25]6)=[CH:32][CH:31]=5)=[O:35])=[CH:43][CH:42]=4)[NH:18][C:11]=3[CH:10]=2)[CH:3]=1. Procedure: Compound 629 was prepared according to the procedure similar to that described in Scheme III from 1-(5-methylisoxazol-3-yl)methoxy-3,4-dinitrobenzene and 4-(4-(4-morpholinophenyl)aminocarbonylbenzaldehyde. [M+H]+ calcd for C29H27N5O4: 510.21; found: 510.06. Starting materials: Cc1cc(OCc2ccc(F)cc2F)c(Br)c(=O)[nH]1, O=C([O-])[O-], CC#N, CN1CCCC1=O, CCOC(C)=O, CCOC(=O)c1ccc(Cl)nc1, [Cs+], [Cs+], O, O. The product is CCOC(=O)c1ccc(-n2c(C)cc(OCc3ccc(F)cc3F)c(Br)c2=O)nc1. Reaction SMILES: [Br:1][c:2]1[c:3](=[O:19])[nH:4][c:5]([CH3:18])[cH:6][c:7]1[O:8][CH2:9][c:10]1[c:11]([F:17])[cH:12][c:13]([F:16])[cH:14][cH:15]1.[C:20](=[O:21])([O-:22])[O-:23].[C:39](#[N:40])[CH3:41].[CH3:42][N:43]1[CH2:44][CH2:45][CH2:46][C:47]1=[O:48].[CH3:49][CH2:50][O:51][C:52](=[O:53])[CH3:54].[Cl:26][c:27]1[n:28][cH:29][c:30]([C:31](=[O:32])[O:33][CH2:34][CH3:35])[cH:36][cH:37]1.[Cs+:24].[Cs+:25].[OH2:38].[OH2:55]>>[Br:1][c:2]1[c:3](=[O:19])[n:4](-[c:27]2[n:28][cH:29][c:30]([C:31](=[O:32])[O:33][CH2:34][CH3:35])[cH:36][cH:37]2)[c:5]([CH3:18])[cH:6][c:7]1[O:8][CH2:9][c:10]1[c:11]([F:17])[cH:12][c:13]([F:16])[cH:14][cH:15]1. Starting materials: O=C([O-])[O-], C=CCBr, CCOCC, CC(C)(C)OC(=O)C1CC2(c3ccccc3)NC1CCC2OCc1cc(C(F)(F)F)cc(C(F)(F)F)c1, [K+], [K+]. Product: C=CCN1C2CCC(OCc3cc(C(F)(F)F)cc(C(F)(F)F)c3)C1(c1ccccc1)CC2C(=O)OC(C)(C)C. As a reaction SMILES: [C:38](=[O:39])([O-:40])[O-:41].[CH2:44]([CH:45]=[CH2:46])[Br:47].[CH3:48][CH2:49][O:50][CH2:51][CH3:52].[F:1][C:2]([c:3]1[cH:4][c:5]([CH2:13][O:14][CH:15]2[C:16]3([c:30]4[cH:31][cH:32][cH:33][cH:34][cH:35]4)[CH2:17][CH:18]([C:23](=[O:24])[O:25][C:26]([CH3:27])([CH3:28])[CH3:29])[CH:19]([CH2:20][CH2:21]2)[NH:22]3)[cH:6][c:7]([C:9]([F:10])([F:11])[F:12])[cH:8]1)([F:36])[F:37].[K+:42].[K+:43]>>[F:1][C:2]([c:3]1[cH:4][c:5]([CH2:13][O:14][CH:15]2[C:16]3([c:30]4[cH:31][cH:32][cH:33][cH:34][cH:35]4)[CH2:17][CH:18]([C:23](=[O:24])[O:25][C:26]([CH3:27])([CH3:28])[CH3:29])[CH:19]([CH2:20][CH2:21]2)[N:22]3[CH2:46][CH:45]=[CH2:44])[cH:6][c:7]([C:9]([F:10])([F:11])[F:12])[cH:8]1)([F:36])[F:37].